This data is from the Open Reaction Database (ORD), a public repository of structured organic reaction records. The task is: describe an organic reaction: reactants, conditions, products, and yield Starting materials: [H-].[Na+] (NaH), BrC1=CC(=C(C=C1)CCO)C (2-(4-bromo-2-methylphenyl)ethanol), C(#N)C=1C=C(C=CC1S(=O)(=O)CC)NC(OC1=CC=CC=C1)=O (phenyl 3-cyano-4-(ethylsulfonyl)phenylcarbamate). Solvent: C1CCOC1 (THF). Conditions: temperature -40 celsius, time 30 minute. Yields the product C(#N)C=1C=C(C=CC1S(=O)(=O)CC)NC(OCCC1=C(C=C(C=C1)Br)C)=O (4-bromo-2-methylphenethyl 3-cyano-4-(ethylsulfonyl)phenylcarbamate). Yield: 71.8%. As a reaction SMILES: [H-].[Na+].[Br:3][C:4]1[CH:9]=[CH:8][C:7]([CH2:10][CH2:11][OH:12])=[C:6]([CH3:13])[CH:5]=1.[C:14]([C:16]1[CH:17]=[C:18]([NH:27][C:28](=O)[O:29]C2C=CC=CC=2)[CH:19]=[CH:20][C:21]=1[S:22]([CH2:25][CH3:26])(=[O:24])=[O:23])#[N:15]>C1COCC1>[C:14]([C:16]1[CH:17]=[C:18]([NH:27][C:28](=[O:29])[O:12][CH2:11][CH2:10][C:7]2[CH:8]=[CH:9][C:4]([Br:3])=[CH:5][C:6]=2[CH3:13])[CH:19]=[CH:20][C:21]=1[S:22]([CH2:25][CH3:26])(=[O:24])=[O:23])#[N:15] |f:0.1|. Procedure details: NaH (230 mg, 4.4 mmol, 60% disperson in oil) was added portionwise to a solution of 30B (490 mg, 2.3 mmol) in THF (12 mL) and the mixture was stirred for 30 min. The solution was cooled to −40° C. and 25A (760 mg, 2.3 mmol) was added in one portion. The cooling bath was removed and the reaction was stirred for 2 h. The reaction mixture was cooled to −40° C. and quenched by the addition of NH4Cl (5 mL, sat. aq.). The resulting mixture was partitioned between water (50 mL) and EtOAc (100 mL). The ... The reactants are NC1=NC=C(C(=O)O)C=C1 (6-Aminonicotinic acid), Cl[Si](C)(C)C (Chlorotrimethylsilane). The solvent is C(Cl)Cl (CH2Cl2), N1=CC=CC=C1 (pyridine). Run at time 6 hour. Yields the product NC1=CC=C(C=N1)C(=O)[Si](C)(C)C ((6-Amino-pyridin-3-yl)-trimethylsilanyl-methanone). Reaction SMILES: [NH2:1][C:2]1[CH:10]=[CH:9][C:5]([C:6](O)=[O:7])=[CH:4][N:3]=1.Cl[Si:12]([CH3:15])([CH3:14])[CH3:13]>N1C=CC=CC=1.C(Cl)Cl>[NH2:1][C:2]1[N:3]=[CH:4][C:5]([C:6]([Si:12]([CH3:15])([CH3:14])[CH3:13])=[O:7])=[CH:9][CH:10]=1. Procedure details: 6-Aminonicotinic acid (86 mg, 0.6 mmol) was taken up in 0.65 mL pyridine and 10 mL CH2Cl2. Chlorotrimethylsilane (0.65 mL, 7 mmol) was added and the mixture stirred for 6 h. Solvent was evaporated and the product was used without purification. Reagents/catalysts: [C].[Pd] (palladium-carbon). Procedure details: After adding 1-Boc-azetidin-3-one (495 mg) and acetic acid (0.182 ml) to a solution of 1-benzylpiperazine (0.500 ml) in methanol (25 ml), the mixture was stirred for 5 minutes at room temperature. Then, 10% palladium-carbon (308 mg) was added thereto and the mixture was stirred for 15 hours at room temperature under a hydrogen atmosphere. The catalyst was then filtered. The residue was partitioned between ethyl acetate and saturated aqueous sodium hydrogencarbonate. The organic layer was washed ... The product is C(C1=CC=CC=C1)N1CCN(CC1)C1CN(C1)C(=O)OC(C)(C)C (4-benzyl-1-(1-Boc-azetidin-3-yl)piperazine). As a reaction SMILES: [C:1]([N:8]1[CH2:11][C:10](=O)[CH2:9]1)([O:3][C:4]([CH3:7])([CH3:6])[CH3:5])=[O:2].C(O)(=O)C.[CH2:17]([N:24]1[CH2:29][CH2:28][NH:27][CH2:26][CH2:25]1)[C:18]1[CH:23]=[CH:22][CH:21]=[CH:20][CH:19]=1>CO.[C].[Pd]>[CH2:17]([N:24]1[CH2:29][CH2:28][N:27]([CH:10]2[CH2:11][N:8]([C:1]([O:3][C:4]([CH3:7])([CH3:6])[CH3:5])=[O:2])[CH2:9]2)[CH2:26][CH2:25]1)[C:18]1[CH:19]=[CH:20][CH:21]=[CH:22][CH:23]=1 |f:4.5|. Starting materials: C(=O)(OC(C)(C)C)N1CC(C1)=O (1-Boc-azetidin-3-one), C(C)(=O)O (acetic acid), C(C1=CC=CC=C1)N1CCNCC1 (1-benzylpiperazine). The solvent is CO (methanol). Conditions: time 5 minute. The reactants are O=C1CCC(=O)N1Br, CCOC(=O)C=C(C)Oc1cccc2c1CCCC2, ClCCl, CC(C)CC(C)(C#N)N=NC(C)(C#N)CC(C)C. Product: CCOC(=O)C=C(CBr)Oc1cccc2c1CCCC2. RXN SMILES: [Br:20][N:21]1[C:22](=[O:23])[CH2:24][CH2:25][C:26]1=[O:27].[CH2:1]([CH3:2])[O:3][C:4]([CH:5]=[C:6]([CH3:7])[O:8][c:9]1[cH:10][cH:11][cH:12][c:13]2[c:18]1[CH2:17][CH2:16][CH2:15][CH2:14]2)=[O:19].[Cl:46][CH2:47][Cl:48].[N:28]([C:29]([CH3:30])([CH2:31][CH:32]([CH3:33])[CH3:34])[C:35]#[N:36])=[N:37][C:38]([CH3:39])([CH2:40][CH:41]([CH3:42])[CH3:43])[C:44]#[N:45]>>[CH2:1]([CH3:2])[O:3][C:4]([CH:5]=[C:6]([CH2:7][Br:20])[O:8][c:9]1[cH:10][cH:11][cH:12][c:13]2[c:18]1[CH2:17][CH2:16][CH2:15][CH2:14]2)=[O:19]. Reactants: C(CC)C1=NC2=C(N1CC1=CC=C(C=C1)C=1C(=CC=CC1)C(=O)OC(C)(C)C)C=C(C=C2C)C=2N=C(OC2)C (tert.butyl 4'-[(2-n-propyl-4-methyl-6-(2-methyl-oxazol-4-yl)-benzimidazol-1-yl)-methyl]-biphenyl-2-carboxylate), CN (N-methylamine), CNC=O (N-methylformamide), O (water). Solvent: C(C)(=O)O (acetic acid). The product is O.C(CC)C1=NC2=C(N1CC1=CC=C(C=C1)C=1C(=CC=CC1)C(=O)O)C=C(C=C2C)C=2N=C(N(C2)C)C (4'-[(2-n-Propyl-4-methyl-6-(1,2-dimethyl-imidazol-4-yl)-benzimidazol-1-yl)-methyl]-biphenyl-2-carboxylic Acid Hydrate). As a reaction SMILES: [CH2:1]([C:4]1[N:8]([CH2:9][C:10]2[CH:15]=[CH:14][C:13]([C:16]3[C:17]([C:22]([O:24]C(C)(C)C)=[O:23])=[CH:18][CH:19]=[CH:20][CH:21]=3)=[CH:12][CH:11]=2)[C:7]2[CH:29]=[C:30]([C:34]3[N:35]=[C:36]([CH3:39])O[CH:38]=3)[CH:31]=[C:32]([CH3:33])[C:6]=2[N:5]=1)[CH2:2][CH3:3].CN.[CH3:42][NH:43]C=O.O>C(O)(=O)C>[OH2:23].[CH2:1]([C:4]1[N:8]([CH2:9][C:10]2[CH:11]=[CH:12][C:13]([C:16]3[C:17]([C:22]([OH:24])=[O:23])=[CH:18][CH:19]=[CH:20][CH:21]=3)=[CH:14][CH:15]=2)[C:7]2[CH:29]=[C:30]([C:34]3[N:35]=[C:36]([CH3:39])[N:43]([CH3:42])[CH:38]=3)[CH:31]=[C:32]([CH3:33])[C:6]=2[N:5]=1)[CH2:2][CH3:3] |f:5.6|. Procedure details: A mixture of 1.5 g (3 mMol) of tert.butyl 4'-[(2-n-propyl-4-methyl-6-(2-methyl-oxazol-4-yl)-benzimidazol-1-yl)-methyl]-biphenyl-2-carboxylate, 10 ml of 40% N-methylamine solution and 15 ml of N-methylformamide is heated for 10 hours to 200° C. in an autoclave. After cooling, the contents of the autoclave are stirred with about 40 ml of water, this suspension is adjusted to pH 6.5 with glacial acetic acid, then the crude product precipitated is suction filtered and dissolved in 1N sodium hydroxid... Starting materials: C1(CCCCC1)C(C(=O)O)OC (cyclohexyl-methoxy-acetic acid), C(C1=CC=CC=C1)C1=NC2=C(N1C(C(=O)NC1CCCCC1)C1CCCCC1)C=C(C(=C2)F)Cl (2-(2-Benzyl-6-chloro-5-fluoro-benzoimidazol-1-yl)-2,N-dicyclohexyl-acetamide), ClC=1C=C(C=CC1)CC(=O)O ((3-chloro-phenyl)-acetic acid), C1(CCCC1)[N+]#[C-] (cyclopentyl isocyanide), C1(CCCCC1)C=O (cyclohexanecarbaldehyde), S1CCC(CC1)CC=O (tetrahydro-2H-thiopyran-4-acetaldehyde), C1(CCCCC1)[N+]#[C-] (cyclohexyl isocyanide). The product is ClC=1C(=CC2=C(N(C(=N2)C(OC)C2CCCCC2)C(C(=O)NC2CCCC2)CC2CCSCC2)C1)F (2-[6-Chloro-2-(cyclohexyl-methoxy-methyl)-5-fluoro-benzoimidazol-1-yl]-N-cyclopentyl-3-(tetrahydro-thiopyran-4-yl)-propionamide). Reaction SMILES: [CH2:1]([C:8]1[N:12]([CH:13]([CH:23]2[CH2:28][CH2:27][CH2:26]CC2)[C:14]([NH:16][CH:17]2[CH2:22][CH2:21][CH2:20]C[CH2:18]2)=[O:15])[C:11]2[CH:29]=[C:30]([Cl:34])[C:31]([F:33])=[CH:32][C:10]=2[N:9]=1)C1C=CC=CC=1.[CH:35]1(C=O)[CH2:40][CH2:39][CH2:38][CH2:37][CH2:36]1.[S:43]1CCC(CC=O)[CH2:45][CH2:44]1.ClC1C=C(C[C:60](O)=[O:61])C=CC=1.C1(C(OC)C(O)=O)CCCCC1.C1([N+]#[C-])CCCCC1.C1([N+]#[C-])CCCC1>>[Cl:34][C:30]1[C:31]([F:33])=[CH:32][C:10]2[N:9]=[C:8]([CH:1]([CH:35]3[CH2:36][CH2:37][CH2:38][CH2:39][CH2:40]3)[O:61][CH3:60])[N:12]([CH:13]([CH2:23][CH:28]3[CH2:45][CH2:44][S:43][CH2:26][CH2:27]3)[C:14]([NH:16][CH:17]3[CH2:22][CH2:21][CH2:20][CH2:18]3)=[O:15])[C:11]=2[CH:29]=1. Reported procedure: The title compound was prepared in analogy to Example 1, replacing (2-amino-4,5-difluoro-phenyl)-carbamic acid tert-butyl ester with (2-amino-4-chloro-5-fluoro-phenyl)-carbamic acid tert-butyl ester (([CAS RN 579474-50-3]), Example 47), cyclohexanecarbaldehyde with tetrahydro-2H-thiopyran-4-acetaldehyde ([CAS RN 372159-78-9]), (3-chloro-phenyl)-acetic acid with DL-cyclohexyl-methoxy-acetic acid ([CAS RN 15540-18-8]) and cyclohexyl isocyanide with cyclopentyl isocyanide ([CAS RN 68498-54-4]). MS ... The reactants are CCOC(=O)CSCc1ccc(OC)cc1, CN([SiH](C)C)[Si](C)(C)C, CN1CCCN(C)C1=O, ClCCBr, [Li], C1CCOC1. Yields the product CCOC(=O)C1(SCc2ccc(OC)cc2)CC1. RXN SMILES: [C:11](=[O:12])([O:13][CH2:14][CH3:15])[CH2:16][S:17][CH2:18][c:19]1[cH:20][cH:21][c:22]([O:25][CH3:26])[cH:23][cH:24]1.[CH3:1][SiH:2]([CH3:3])[N:4]([CH3:5])[Si:6]([CH3:7])([CH3:8])[CH3:9].[CH3:27][N:28]1[CH2:29][CH2:32][CH2:31][N:30]([CH3:33])[C:34]1=[O:35].[Cl:36][CH2:37][CH2:38][Br:39].[Li:10].[O:40]1[CH2:41][CH2:42][CH2:43][CH2:44]1>>[C:11](=[O:12])([O:13][CH2:14][CH3:15])[C:16]1([S:17][CH2:18][c:19]2[cH:20][cH:21][c:22]([O:25][CH3:26])[cH:23][cH:24]2)[CH2:31][CH2:32]1.